Dataset: the Open Reaction Database (ORD), a public repository of structured organic reaction records. Task: describe an organic reaction: reactants, conditions, products, and yield Reactants: OC1=C(C=O)C=CC=C1O (2,3-dihydroxybenzaldehyde), CC1(OC(=O)CC(=O)O1)C (Meldrum's acid). Solvent: O (H2O). Reaction conditions: temperature 75 celsius, time 2 hour. The product is OC=1C=CC=C2C=C(C(OC12)=O)C(=O)O (8-hydroxy-3-carboxy-coumarin). Isolated yield 86.5%. Reaction SMILES: [OH:1][C:2]1[C:9]([OH:10])=[CH:8][CH:7]=[CH:6][C:3]=1[CH:4]=O.CC1(C)O[C:17](=[O:18])[CH2:16][C:14](=[O:15])[O:13]1>O>[OH:10][C:9]1[CH:8]=[CH:7][CH:6]=[C:3]2[C:2]=1[O:1][C:17](=[O:18])[C:16]([C:14]([OH:15])=[O:13])=[CH:4]2. Reported procedure: 2,3-dihydroxybenzaldehyde (0.096 g, 0.69 mmol) and Meldrum's acid (0.100 g, 0.69 mmol) were combined in H2O (1 mL). The solution was stirred at 75° C. for 2 h. After cooling to room temperature, the precipitate was filtered and dried at suction to give 0.123 g of 8-hydroxy-3-carboxy-coumarin in an 85% yield: LCMS (ESI) m/z 207 (MH+). Reactants: O=C1CC(c2nc3ccc(Br)cc3s2)C1, C1CCOC1. Product: OC1CC(c2nc3ccc(Br)cc3s2)C1. Reaction SMILES: [Br:1][c:2]1[cH:3][c:4]2[c:5]([n:6][c:7]([CH:9]3[CH2:10][C:11](=[O:13])[CH2:12]3)[s:8]2)[cH:14][cH:15]1.[CH2:16]1[O:17][CH2:18][CH2:19][CH2:20]1>>[Br:1][c:2]1[cH:3][c:4]2[c:5]([n:6][c:7]([CH:9]3[CH2:10][CH:11]([OH:13])[CH2:12]3)[s:8]2)[cH:14][cH:15]1. Reactants: N1=C(C=CC=C1)S(=O)CCCCOC=1C=C2CCC(NC2=CC1)=O (6-[4-(2-pyridyl-sulfinyl)-butoxy]-3,4-dihydro-carbostyril), OO (hydrogen peroxide). The product is N1=C(C=CC=C1)S(=O)(=O)CCCCOC=1C=C2CCC(NC2=CC1)=O (6-[4-(2-Pyridyl-sulfonyl)-butoxy]-3,4-dihydro-carbostyril). Reaction SMILES: [N:1]1[CH:6]=[CH:5][CH:4]=[CH:3][C:2]=1[S:7]([CH2:9][CH2:10][CH2:11][CH2:12][O:13][C:14]1[CH:15]=[C:16]2[C:21](=[CH:22][CH:23]=1)[NH:20][C:19](=[O:24])[CH2:18][CH2:17]2)=[O:8].[OH:25]O>>[N:1]1[CH:6]=[CH:5][CH:4]=[CH:3][C:2]=1[S:7]([CH2:9][CH2:10][CH2:11][CH2:12][O:13][C:14]1[CH:15]=[C:16]2[C:21](=[CH:22][CH:23]=1)[NH:20][C:19](=[O:24])[CH2:18][CH2:17]2)(=[O:25])=[O:8]. Procedure: Prepared analogous to Example 3 from 6-[4-(2-pyridyl-sulfinyl)-butoxy]-3,4-dihydro-carbostyril and hydrogen peroxide. Reactants: Cn1cc(C(=O)O)ccc1=O, CCN=C=NCCCN(C)C, Cl, CC(N)C(N)(c1ccc(F)cc1)c1ccc(F)nc1, c1ccncc1. Product: CC(NC(=O)c1ccc(=O)n(C)c1)C(N)(c1ccc(F)cc1)c1ccc(F)nc1. Reaction SMILES: [CH3:20][n:21]1[c:22](=[O:30])[cH:23][cH:24][c:25]([C:27](=[O:28])[OH:29])[cH:26]1.[CH3:32][N:33]([CH3:34])[CH2:35][CH2:36][CH2:37][N:38]=[C:39]=[N:40][CH2:41][CH3:42].[ClH:31].[F:1][c:2]1[cH:3][cH:4][c:5]([C:8]([CH:9]([CH3:10])[NH2:11])([NH2:12])[c:13]2[cH:14][n:15][c:16]([F:19])[cH:17][cH:18]2)[cH:6][cH:7]1.[cH:43]1[cH:44][cH:45][n:46][cH:47][cH:48]1>>[F:1][c:2]1[cH:3][cH:4][c:5]([C:8]([CH:9]([CH3:10])[NH:11][C:27]([c:25]2[cH:24][cH:23][c:22](=[O:30])[n:21]([CH3:20])[cH:26]2)=[O:28])([NH2:12])[c:13]2[cH:14][n:15][c:16]([F:19])[cH:17][cH:18]2)[cH:6][cH:7]1.